This data is from the Open Reaction Database (ORD), a public repository of structured organic reaction records. The task is: describe an organic reaction: reactants, conditions, products, and yield The product is CCCN(CCC)Cc1ccc(NCc2ccc(CN3C(=O)c4ccccc4C3=O)cc2)cc1. Reaction SMILES: [C:36]([BH3-:37])#[N:38].[CH2:21]([CH2:22][CH3:23])[N:24]([CH2:25][CH2:26][CH3:27])[CH2:28][c:29]1[cH:30][cH:31][c:32]([NH2:35])[cH:33][cH:34]1.[CH3:40][C:41](=[O:42])[OH:43].[CH3:44][OH:45].[Na+:39].[O:1]=[C:2]1[N:3]([CH2:12][c:13]2[cH:14][cH:15][c:16]([CH:17]=[O:18])[cH:19][cH:20]2)[C:4](=[O:11])[c:5]2[cH:6][cH:7][cH:8][cH:9][c:10]21.[OH2:46]>>[O:1]=[C:2]1[N:3]([CH2:12][c:13]2[cH:14][cH:15][c:16]([CH2:17][NH:35][c:32]3[cH:31][cH:30][c:29]([CH2:28][N:24]([CH2:21][CH2:22][CH3:23])[CH2:25][CH2:26][CH3:27])[cH:34][cH:33]3)[cH:19][cH:20]2)[C:4](=[O:11])[c:5]2[cH:6][cH:7][cH:8][cH:9][c:10]21. Starting materials: [BH3-]C#N, CCCN(CCC)Cc1ccc(N)cc1, CC(=O)O, CO, [Na+], O=Cc1ccc(CN2C(=O)c3ccccc3C2=O)cc1, O. The reactants are [N+](=O)(O)[O-] (nitric acid), [N+](=O)([O-])C1=CC=C(C=C1)C (4-nitrotoluene), C(Cl)Cl (methylene chloride), S(O)(O)(=O)=O (sulphuric acid). Conditions: time 1 hour. Yields the product [N+](=O)([O-])C=1C(=C(C=CC1)C)[N+](=O)[O-] (dinitrotoluene). Isolated yield 99.0%. RXN SMILES: [N+:1]([C:4]1[CH:9]=[CH:8][C:7](C)=[CH:6][CH:5]=1)([O-:3])=[O:2].[N+:11]([O-:14])(O)=[O:12].S(=O)(=O)(O)O.[CH2:20](Cl)Cl>>[N+:11]([C:9]1[C:4]([N+:1]([O-:3])=[O:2])=[C:5]([CH3:20])[CH:6]=[CH:7][CH:8]=1)([O-:14])=[O:12]. Procedure: 68.6 g (0.5 mol) of 4-nitrotoluene were dissolved in 80 ml of methylene chloride and 38.6 g (0.6 mol) of 98% by weight nitric acid, followed by the addition with stirring over a period of 1 hour at reflux temperature of 40 g of 100% by weight sulphuric acid. After stirring under reflux for another 2 hours, the methylene chloride phase was separated off without cooling and washed three times while still hot with 3 × 200 ml of water. After the washing water had been carefully separated off, the me... Starting materials: [H-].[Na+] (Sodium hydride), ( iv ), CN1C(NC(C1)C(=O)OC)=O (methyl 1-methyl-2-oxo-4-imidazolidinecarboxylate), CI (methyl iodide). Isolated yield 58.8%. Procedure details: (4S)-2-Oxo-3-{[(phenylmethyl)oxy]carbonyl}-4-imidazolidinecarboxylic acid (10.25 g, 38.8 mmol) was dissolved in anhydrous methanol (100 ml) and cooled to 0° C. under argon. Thionyl chloride (4.25 ml, 58.2 mmol) was then added dropwise to the mixture and then the mixture was allowed to warm to room temperature and stirred overnight. The mixture was reduced in vacuo and the residue was partitioned between dichloromethane (300 ml) and saturated aqueous sodium hydrogen carbonate (100 ml). The aqueou... The product is CN1C(N(C(C1)C(=O)OC)C)=O (methyl 1,3-dimethyl-2-oxo-4-imidazolidinecarboxylate). Run in CN(C=O)C (dimethylformamide). RXN SMILES: [CH3:1][N:2]1[CH2:6][CH:5]([C:7]([O:9][CH3:10])=[O:8])[NH:4][C:3]1=[O:11].[CH3:12]I.[H-].[Na+]>CN(C)C=O>[CH3:1][N:2]1[CH2:6][CH:5]([C:7]([O:9][CH3:10])=[O:8])[N:4]([CH3:12])[C:3]1=[O:11] |f:2.3|. Conditions: time 18 hour. Reactants: COC1=CC=C(COC2=CC=C(C(=O)O)C=C2)C=C1 (4-(4-methoxybenzyloxy) benzoic acid), solution, [OH-].C(CCC)[N+](CCCC)(CCCC)CCCC (tetrabutylammonium hydroxide), ICCl (iodochloromethane). Solvent: O1CCOCC1 (1,4-dioxane). Reaction conditions: time 2 hour. Product: COC1=CC=C(COC2=CC=C(C(=O)OCCl)C=C2)C=C1 (Chloromethyl 4-(4methoxybenzyloxy)benzoate). Reaction SMILES: [CH3:1][O:2][C:3]1[CH:19]=[CH:18][C:6]([CH2:7][O:8][C:9]2[CH:17]=[CH:16][C:12]([C:13]([OH:15])=[O:14])=[CH:11][CH:10]=2)=[CH:5][CH:4]=1.[OH-].C([N+](CCCC)(CCCC)CCCC)CCC.I[CH2:39][Cl:40]>O1CCOCC1>[CH3:1][O:2][C:3]1[CH:4]=[CH:5][C:6]([CH2:7][O:8][C:9]2[CH:17]=[CH:16][C:12]([C:13]([O:15][CH2:39][Cl:40])=[O:14])=[CH:11][CH:10]=2)=[CH:18][CH:19]=1 |f:1.2|. Reported procedure: To a solution of 4-(4-methoxybenzyloxy) benzoic acid (5.16 g, 20 mmole) in 100 ml 1,4-dioxane was added a 40% solution of tetrabutylammonium hydroxide (14.27 g, 22 mmole) and the mixture was stirred 2 hours at room temperature. The mixture was evaporated under reduced pressure and co-evaporated two times with 1,4-dioxane and two times with toluene. The dried product was dissolved in 60 ml dichloromethane and iodochloromethane (35.3 g 200 mmole) was added. The solution was stirred for two days at...